Dataset: the Open Reaction Database (ORD), a public repository of structured organic reaction records. Task: describe an organic reaction: reactants, conditions, products, and yield Starting materials: SC1=NC2=C(N1CC(=O)OC(C)(C)C)C=CC=C2 (tert-butyl (2-mercapto-benzoimidazol-1-yl)-acetate), ClCC1CN(CCC1)C(CCC)=O (1-(3-chloromethyl-piperidin-1-yl)-butan-1-one), C(=O)([O-])[O-].[K+].[K+] (K2CO3), CC(=O)C (acetone). Product: C(C)(C)(C)OC(CN1C(=NC2=C1C=CC=C2)S(C(CCC)=O)CC2CNCCC2)=O (rac tert-Butyl[2-(1-butyryl-piperidin-3-ylmethylsulfanyl)-benzoimidazol-1-yl]-acetate). Reaction SMILES: [SH:1][C:2]1[N:6]([CH2:7][C:8]([O:10][C:11]([CH3:14])([CH3:13])[CH3:12])=[O:9])[C:5]2[CH:15]=[CH:16][CH:17]=[CH:18][C:4]=2[N:3]=1.Cl[CH2:20][CH:21]1[CH2:26][CH2:25][CH2:24][N:23](C(=O)CCC)[CH2:22]1.[C:32]([O-:35])([O-])=O.[K+].[K+].[CH3:38][C:39]([CH3:41])=O>>[C:11]([O:10][C:8](=[O:9])[CH2:7][N:6]1[C:5]2[CH:15]=[CH:16][CH:17]=[CH:18][C:4]=2[N:3]=[C:2]1[SH:1]([CH2:20][CH:21]1[CH2:26][CH2:25][CH2:24][NH:23][CH2:22]1)[C:32](=[O:35])[CH2:38][CH2:39][CH3:41])([CH3:13])([CH3:14])[CH3:12] |f:2.3.4|. Procedure details: A suspension of tert-butyl (2-mercapto-benzoimidazol-1-yl)-acetate (Precursor 3-I, 1 g, 3.79 mmol), 1-(3-chloromethyl-piperidin-1-yl)-butan-1-one (alkylating agent I-01d, 771 mg, 3.79 mmol) and K2CO3 (1.05 g, 7.58 mmol) in acetone (10 ml) is refluxed for 36 h. The crude mixture is filtered over a fritted-funnel and the solvent evaporated in vacuo. The resulting brown gum is purificated by column chromatography on silica-gel (AcOEt/heptane, 3:7 to 1:1), yielding the title compound (802 mg) in 49%... The reactants are ClC1=CC=C(C=C1)S(=O)(=O)N1C=C(C2=CC(=CC=C12)OC1CCCCC1)C=1CCN(CC1)C (1-(4-Chlorophenylsulfonyl)-5-cyclohexyloxy-3-(1-methyl-1,2,3,6-tetrahydro-4-pyridinyl)indole), C1(CCCCC1)OC=1C=C2C(=CNC2=CC1)C=1CCN(CC1)C (5-cyclohexyloxy-3-(1-methyl-1,2,3,6-tetrahydro-4-pyridinyl)-1H-indole), ClC1=CC=C(C=C1)S(=O)(=O)Cl (4-chlorophenylsulfonyl chloride). The product is CN1CCC(=CC1)C1=CN(C2=CC=CC=C12)S(=O)(=O)C1=CC=CC=C1 (3-(1-Methyl-1,2,3,6-tetrahydro-4-pyridinyl)-1-phenylsulfonylindole). Reaction SMILES: Cl[C:2]1[CH:7]=[CH:6][C:5]([S:8]([N:11]2[C:19]3[C:14](=[CH:15][C:16](OC4CCCCC4)=[CH:17][CH:18]=3)[C:13]([C:27]3[CH2:28][CH2:29][N:30]([CH3:33])[CH2:31][CH:32]=3)=[CH:12]2)(=[O:10])=[O:9])=[CH:4][CH:3]=1.C1(OC2C=C3C(=CC=2)NC=C3C2CCN(C)CC=2)CCCCC1.ClC1C=CC(S(Cl)(=O)=O)=CC=1>>[CH3:33][N:30]1[CH2:31][CH:32]=[C:27]([C:13]2[C:14]3[C:19](=[CH:18][CH:17]=[CH:16][CH:15]=3)[N:11]([S:8]([C:5]3[CH:6]=[CH:7][CH:2]=[CH:3][CH:4]=3)(=[O:9])=[O:10])[CH:12]=2)[CH2:28][CH2:29]1. Procedure: 1-(4-Chlorophenylsulfonyl)-5-cyclohexyloxy-3-(1-methyl-1,2,3,6-tetrahydro-4-pyridinyl)indole: (37.7 mg, 94%); from 5-cyclohexyloxy-3-(1-methyl-1,2,3,6-tetrahydro-4-pyridinyl)-1H-indole (Example 4c, 25.5 mg, 0.082 mmol) and 4-chlorophenylsulfonyl chloride (35.6 mg, 0.169 mmol); HRMS-FAB+ for C26H29N2O3SCl: calculated MH+ : 485.16656; found: 485.16480. Starting materials: BrC=CCBr, Cc1c(N(Cc2ccc(O)cc2)Cc2ccc(F)cc2F)cccc1[N+](=O)[O-]. The product is Cc1c(N(Cc2ccc(OCC=CBr)cc2)Cc2ccc(F)cc2F)cccc1[N+](=O)[O-]. As a reaction SMILES: [Br:29][CH:30]=[CH:31][CH2:32][Br:33].[F:1][c:2]1[c:3]([CH2:4][N:5]([c:6]2[c:7]([CH3:15])[c:8]([N+:12](=[O:13])[O-:14])[cH:9][cH:10][cH:11]2)[CH2:16][c:17]2[cH:18][cH:19][c:20]([OH:23])[cH:21][cH:22]2)[cH:24][cH:25][c:26]([F:28])[cH:27]1>>[F:1][c:2]1[c:3]([CH2:4][N:5]([c:6]2[c:7]([CH3:15])[c:8]([N+:12](=[O:13])[O-:14])[cH:9][cH:10][cH:11]2)[CH2:16][c:17]2[cH:18][cH:19][c:20]([O:23][CH2:32][CH:31]=[CH:30][Br:29])[cH:21][cH:22]2)[cH:24][cH:25][c:26]([F:28])[cH:27]1. Starting materials: ClCCl, COC(=O)C1CCC(C(=O)OC)NC1, Cl, [Na+], [Na+], O=C([O-])[O-], O, O=C1c2ccccc2C(=O)N1CCOS(=O)(=O)C(F)(F)F. Product: COC(=O)C1CCC(C(=O)OC)N(CCN2C(=O)c3ccccc3C2=O)C1. As a reaction SMILES: [CH2:44]([Cl:45])[Cl:46].[CH3:8][O:9][C:10](=[O:11])[CH:12]1[NH:13][CH2:14][CH:15]([C:18](=[O:19])[O:20][CH3:21])[CH2:16][CH2:17]1.[ClH:7].[Na+:1].[Na+:2].[O-:3][C:4](=[O:5])[O-:6].[OH2:43].[S:22]([O:23][CH2:30][CH2:31][N:32]1[C:33](=[O:42])[c:34]2[c:35]([cH:38][cH:39][cH:40][cH:41]2)[C:36]1=[O:37])([C:24]([F:25])([F:26])[F:27])(=[O:28])=[O:29]>>[CH3:8][O:9][C:10](=[O:11])[CH:12]1[N:13]([CH2:30][CH2:31][N:32]2[C:33](=[O:42])[c:34]3[c:35]([cH:38][cH:39][cH:40][cH:41]3)[C:36]2=[O:37])[CH2:14][CH:15]([C:18](=[O:19])[O:20][CH3:21])[CH2:16][CH2:17]1. The reactants are Solvent C, product, C(C1=CC=CC=C1)OC[C@]1(O)[C@H](OCC2=CC=CC=C2)[C@@H](OCC2=CC=CC=C2)[C@@H](OC1)COCC1=CC=CC=C1 (1,3,4,6-Tetra-O-benzyl-2,5-O-methylene-L-mannitol), C1(O)=CC(O)=CC(O)=C1 (phloroglucinol). Run in Cl (hydrochloric acid), O1CCOCC1 (1,4-dioxane), Cl (hydrochloric acid). Run at time 12 hour. The product is C(C1=CC=CC=C1)OC[C@H](O)[C@H](OCC1=CC=CC=C1)[C@@H](OCC1=CC=CC=C1)[C@@H](O)COCC1=CC=CC=C1 (1,3,4,6-tetra-O-benzyl-L-mannitol). Reaction SMILES: [CH2:1]([O:8][CH2:9][C@:10]1(C[O:31][C@@H:30]([CH2:33][O:34][CH2:35][C:36]2[CH:41]=[CH:40][CH:39]=[CH:38][CH:37]=2)[C@H:21]([O:22][CH2:23][C:24]2[CH:29]=[CH:28][CH:27]=[CH:26][CH:25]=2)[C@H:12]1[O:13][CH2:14][C:15]1[CH:20]=[CH:19][CH:18]=[CH:17][CH:16]=1)[OH:11])[C:2]1[CH:7]=[CH:6][CH:5]=[CH:4][CH:3]=1.C1(C=C(O)C=C(O)C=1)O>O1CCOCC1.Cl>[CH2:1]([O:8][CH2:9][C@@H:10]([C@@H:12]([C@H:21]([C@H:30]([CH2:33][O:34][CH2:35][C:36]1[CH:37]=[CH:38][CH:39]=[CH:40][CH:41]=1)[OH:31])[O:22][CH2:23][C:24]1[CH:25]=[CH:26][CH:27]=[CH:28][CH:29]=1)[O:13][CH2:14][C:15]1[CH:20]=[CH:19][CH:18]=[CH:17][CH:16]=1)[OH:11])[C:2]1[CH:3]=[CH:4][CH:5]=[CH:6][CH:7]=1. Reported procedure: 1,3,4,6-Tetra-O-benzyl-2,5-O-methylene-L-mannitol (7.5 g.) and phloroglucinol (14.3 g.) were dissolved in 1,4-dioxane (400 ml.) and the solution was diluted with 0.6 M hydrochloric acid (290 ml.). The reaction mixture was boiled gently under reflux for 24 hours, at which time t.l.c. (Solvent C) showed the hydrolysis to be complete. To this solution was then added concentrated hydrochloric acid (30 ml.) and heating was continued for a further 12 hours. The mixture was then cooled and concentrated... Starting materials: C1CCOC1, Cc1ccnc(S)n1, CI, [K+], [K+], O=C([O-])[O-]. Product: CSc1nccc(C)n1. RXN SMILES: [CH2:17]1[O:18][CH2:19][CH2:20][CH2:21]1.[CH3:1][c:2]1[n:3][c:4]([SH:8])[n:5][cH:6][cH:7]1.[I:9][CH3:10].[K+:11].[K+:12].[O-:13][C:14]([O-:15])=[O:16]>>[CH3:1][c:2]1[n:3][c:4]([S:8][CH3:14])[n:5][cH:6][cH:7]1. Starting materials: CSc1nc(Nc2cccc(C)c2)c2c(=O)[nH]ccc2n1, CN(C)C=O, O=C1CCC(=O)N1Br. Yields the product CSc1nc(Nc2cccc(C)c2)c2c(=O)[nH]cc(Br)c2n1. As a reaction SMILES: [CH3:1][c:2]1[cH:3][c:4]([NH:8][c:9]2[c:10]3[c:11]([n:12][c:13]([S:15][CH3:16])[n:14]2)[cH:17][cH:18][nH:19][c:20]3=[O:21])[cH:5][cH:6][cH:7]1.[CH3:30][N:31]([CH3:32])[CH:33]=[O:34].[O:22]=[C:23]1[N:24]([Br:29])[C:25](=[O:26])[CH2:27][CH2:28]1>>[CH3:1][c:2]1[cH:3][c:4]([NH:8][c:9]2[c:10]3[c:11]([n:12][c:13]([S:15][CH3:16])[n:14]2)[c:17]([Br:29])[cH:18][nH:19][c:20]3=[O:21])[cH:5][cH:6][cH:7]1.